Dataset: the Open Reaction Database (ORD), a public repository of structured organic reaction records. Task: describe an organic reaction: reactants, conditions, products, and yield The reactants are O=C(NNc1ncc(Br)nc1Cl)C(F)(F)F, O=C([O-])[O-], CCO, Cl, [Na+], [Na+], O. The product is NNc1ncc(Br)nc1Cl. As a reaction SMILES: [Br:1][c:2]1[n:3][c:4]([Cl:16])[c:5]([NH:8][NH:9][C:10](=[O:11])[C:12]([F:13])([F:14])[F:15])[n:6][cH:7]1.[C:21](=[O:22])([O-:23])[O-:24].[CH3:18][CH2:19][OH:20].[ClH:17].[Na+:25].[Na+:26].[OH2:27]>>[Br:1][c:2]1[n:3][c:4]([Cl:16])[c:5]([NH:8][NH2:9])[n:6][cH:7]1. The reactants are solution, C(CCC)[Li] (n-butyllithium), C(CC(=O)C)(=O)OC (Methyl acetoacetate), [H-].[Na+] (sodium hydride), ClC1=C(/C=C/C=O)C(=CC(=C1)Cl)OCC1=CC=CC=C1 ((E)-2,4-dichloro-6-phenylmethoxycinnamaldehyde). Run in CCCCCC (hexane), O1CCCC1 (tetrahydrofuran), O1CCCC1 (tetrahydrofuran). Conditions: temperature 0 celsius, time 15 minute. The product is ClC1=C(C(=CC(=C1)Cl)OCC1=CC=CC=C1)/C=C/C(CC(CC(=O)OC)=O)O (Methyl (E)-7-(2,4-dichloro-6-phenylmethoxyphenyl)-5-hydroxy-3-oxo-6-heptenoate). The yield is 99.9%. Reaction SMILES: [C:1]([O:7][CH3:8])(=[O:6])[CH2:2][C:3]([CH3:5])=[O:4].[H-].[Na+].C([Li])CCC.[Cl:16][C:17]1[CH:26]=[C:25]([Cl:27])[CH:24]=[C:23]([O:28][CH2:29][C:30]2[CH:35]=[CH:34][CH:33]=[CH:32][CH:31]=2)[C:18]=1/[CH:19]=[CH:20]/[CH:21]=[O:22]>O1CCCC1.CCCCCC>[Cl:16][C:17]1[CH:26]=[C:25]([Cl:27])[CH:24]=[C:23]([O:28][CH2:29][C:30]2[CH:35]=[CH:34][CH:33]=[CH:32][CH:31]=2)[C:18]=1/[CH:19]=[CH:20]/[CH:21]([OH:22])[CH2:5][C:3](=[O:4])[CH2:2][C:1]([O:7][CH3:8])=[O:6] |f:1.2|. Procedure details: Methyl acetoacetate (9.56 g, 82.3 mmole) was added dropwise to a stirred suspension of sodium hydride (50% oil suspension) (3.95 g, 82.3 mmole) in anhydrous tetrahydrofuran at 0° C. under a nitrogen atmosphere. The resulting solution was stirred 15 minutes at 0° C. and then treated with a 1.6 M solution (51.5 ml, 82.3 mmole) of n-butyllithium in hexane over 5 minutes. The resulting yellow solution was stirred 15 minutes at 0° C. and then treated with a solution of (E)-2,4-dichloro-6-phenylmethox... Starting materials: C(C)(C)(C)OC(=O)N1C2CC(CC1CC2)=O (3-Oxo-8-aza-bicyclo[3.2.1]octane-8-carboxylic acid tert-butyl ester), C(C)(=O)O (acetic acid), C(CCC)[Li] (n-Butyl lithium), BrC1=NC=CC=C1F (2-bromo-3-fluoro-pyridine). The solvent is C(C)OCC (diethyl ether), C(C)OCC (diethyl ether). Conditions: time 1 hour. Product: C(C)(C)(C)OC(=O)N1C2CC(CC1CC2)(O)C2=NC=CC=C2F (3-(3-Fluoro-pyridin-2-yl)-3-hydroxy-8-aza-bicyclo[3.2.1]octane-8-carboxylic acid tert-butyl ester). Isolated yield 34.2%. RXN SMILES: C([Li])CCC.Br[C:7]1[C:12]([F:13])=[CH:11][CH:10]=[CH:9][N:8]=1.[C:14]([O:18][C:19]([N:21]1[CH:26]2[CH2:27][CH2:28][CH:22]1[CH2:23][C:24](=[O:29])[CH2:25]2)=[O:20])([CH3:17])([CH3:16])[CH3:15].C(O)(=O)C>C(OCC)C>[C:14]([O:18][C:19]([N:21]1[CH:26]2[CH2:27][CH2:28][CH:22]1[CH2:23][C:24]([C:7]1[C:12]([F:13])=[CH:11][CH:10]=[CH:9][N:8]=1)([OH:29])[CH2:25]2)=[O:20])([CH3:17])([CH3:15])[CH3:16]. Procedure details: n-Butyl lithium (2.5M, 1 mL, 2.5 mmol) was added dropwise to a solution of 2-bromo-3-fluoro-pyridine (0.4 g, 2.27 mmol) in diethyl ether (8 mL), under nitrogen at −78° C. and stirred for 1 hour. 3-Oxo-8-aza-bicyclo[3.2.1]octane-8-carboxylic acid tert-butyl ester (0.51 g, 2.27 mmol) in diethyl ether (5 mL) was added dropwise at −78° C. and the reaction mixture stirred for 0.5 hours before warming to room temperature. The reaction mixture was poured onto ice, acidified with acetic acid and extract... Reactants: COC(C1=CC(=CC=C1)N=C=O)=O (3-Isocyanato-benzoic acid methyl ester), ClC1=C(N)C=CC(=C1)Cl (2,4-dichloroaniline). Solvent: C(C)(=O)OCC (ethyl acetate), C(C)(=O)OCC (ethyl acetate). The product is ClC1=C(C=CC(=C1)Cl)NC(NC=1C=C(C(=O)O)C=CC1)=O (3-[3-(2,4-dichloro-phenyl)-ureido]-benzoic acid). RXN SMILES: C[O:2][C:3](=[O:13])[C:4]1[CH:9]=[CH:8][CH:7]=[C:6]([N:10]=[C:11]=[O:12])[CH:5]=1.[Cl:14][C:15]1[CH:21]=[C:20]([Cl:22])[CH:19]=[CH:18][C:16]=1[NH2:17]>C(OCC)(=O)C>[Cl:14][C:15]1[CH:21]=[C:20]([Cl:22])[CH:19]=[CH:18][C:16]=1[NH:17][C:11](=[O:12])[NH:10][C:6]1[CH:5]=[C:4]([CH:9]=[CH:8][CH:7]=1)[C:3]([OH:2])=[O:13]. Procedure details: To a solution of 200 mg 3-Isocyanato-benzoic acid methyl ester in 2 ml ethyl acetate is added dropwise a solution of 162 mg 2,4-dichloroaniline in 1 ml ethyl acetate. After 5 h at RT the solvent was removed under reduced pressure and the residue dissolved in 5 ml MeOH/THF/H2O 2:2:1. 100 mg lithium hydroxide monohydrate was added and the mixture stirred over night at RT. After removal of the solvent the residue was acidified by addition of 5 ml half concentrated HCl. The precipitating acid was fi... The reactants are C(=O)(OC(C)(C)C)N([C@@H](CC(C)C)C(=O)N[C@@H](C(C)C)C(=O)N([C@@H](CC(C)C)C(=O)N[C@@H](C)C(=O)CC1=CC=CC=C1)C)C (BOC-MeLeu-Val-MeLeu-Ala-Bzl). Run in FC(C(=O)O)(F)F (trifluoroacetic acid). Reaction conditions: time 2 hour. The product is N([C@@H](CC(C)C)C(=O)N[C@@H](C(C)C)C(=O)N([C@@H](CC(C)C)C(=O)N[C@@H](C)C(=O)CC1=CC=CC=C1)C)C (H-MeLeu-Val-MeLeu-Ala-Bzl). As a reaction SMILES: [C:1]([N:8](C)[C@H:9]([C:14]([NH:16][C@H:17]([C:21]([N:23]([CH3:43])[C@H:24]([C:29]([NH:31][C@H:32]([C:34]([CH2:36][C:37]1[CH:42]=[CH:41][CH:40]=[CH:39][CH:38]=1)=[O:35])[CH3:33])=[O:30])[CH2:25][CH:26]([CH3:28])[CH3:27])=[O:22])[CH:18]([CH3:20])[CH3:19])=[O:15])[CH2:10][CH:11]([CH3:13])[CH3:12])(OC(C)(C)C)=O>FC(F)(F)C(O)=O>[NH:8]([CH3:1])[C@H:9]([C:14]([NH:16][C@H:17]([C:21]([N:23]([CH3:43])[C@H:24]([C:29]([NH:31][C@H:32]([C:34]([CH2:36][C:37]1[CH:42]=[CH:41][CH:40]=[CH:39][CH:38]=1)=[O:35])[CH3:33])=[O:30])[CH2:25][CH:26]([CH3:28])[CH3:27])=[O:22])[CH:18]([CH3:19])[CH3:20])=[O:15])[CH2:10][CH:11]([CH3:12])[CH3:13]. Reported procedure: 31.27 g (49.5 mMol) BOC-MeLeu-Val-MeLeu-Ala-Bzl dissolved in 100 ml trifluoroacetic acid are stirred for 21/2 hrs. at room temperature and the product solution concentrated under vacuum. The residue is diluted with 500 ml methylene carbonate solution, ice being added and the aqueous phases extracted with 200 ml methylene chloride. The combined organic phases are dried over potassium carbonate, filtered and concentrated to yield the title compound: rotation [α]D22 =-114.4° (c=1.0 in chloroform), ... The reactants are C(C)(=O)OCCNC([C@H](CC1=CC=C(C=C1)C(F)(F)F)N)=O (2-({(2S)-2-amino-3-[4-(trifluoromethyl)phenyl]propanoyl}amino)ethyl acetate), C1(CC1)COC1=CC=C(C(=O)O)C=C1 (4-(Cyclopropylmethoxy)benzoic acid). The product is C(C)(=O)OCCNC([C@H](CC1=CC=C(C=C1)C(F)(F)F)NC(C1=CC=C(C=C1)OCC1CC1)=O)=O (2-({(2S)-2-{[4-(Cyclopropylmethoxy)benzoyl]amino}-3-[4-(trifluoromethyl)phenyl]propanoyl}amino)ethyl acetate). As a reaction SMILES: [C:1]([O:4][CH2:5][CH2:6][NH:7][C:8](=[O:22])[C@@H:9]([NH2:21])[CH2:10][C:11]1[CH:16]=[CH:15][C:14]([C:17]([F:20])([F:19])[F:18])=[CH:13][CH:12]=1)(=[O:3])[CH3:2].[CH:23]1([CH2:26][O:27][C:28]2[CH:36]=[CH:35][C:31]([C:32](O)=[O:33])=[CH:30][CH:29]=2)[CH2:25][CH2:24]1>>[C:1]([O:4][CH2:5][CH2:6][NH:7][C:8](=[O:22])[C@@H:9]([NH:21][C:32](=[O:33])[C:31]1[CH:30]=[CH:29][C:28]([O:27][CH2:26][CH:23]2[CH2:24][CH2:25]2)=[CH:36][CH:35]=1)[CH2:10][C:11]1[CH:12]=[CH:13][C:14]([C:17]([F:19])([F:20])[F:18])=[CH:15][CH:16]=1)(=[O:3])[CH3:2]. Reported procedure: A reaction similar to that described in Example 50 was conducted using 2-({(2S)-2-amino-3-[4-(trifluoromethyl)phenyl]propanoyl}amino)ethyl acetate and 4-(cyclopropylmethoxy)benzoic acid prepared in Example 18 (18a) to give the title compound. The reactants are CCO, CC(C)OC(=O)Cc1cccc(OC(C)C)c1, [Na+], [OH-], O. Product: CC(C)Oc1cccc(CC(=O)O)c1. Reaction SMILES: [CH2:21]([OH:22])[CH3:23].[CH:1]([CH3:2])([CH3:3])[O:4][C:5]([CH2:6][c:7]1[cH:8][c:9]([O:13][CH:14]([CH3:15])[CH3:16])[cH:10][cH:11][cH:12]1)=[O:17].[Na+:19].[OH-:18].[OH2:20]>>[O:4]=[C:5]([CH2:6][c:7]1[cH:8][c:9]([O:13][CH:14]([CH3:15])[CH3:16])[cH:10][cH:11][cH:12]1)[OH:17].